From a dataset of the Open Reaction Database (ORD), a public repository of structured organic reaction records. describe an organic reaction: reactants, conditions, products, and yield Starting materials: [H-].[Na+] (sodium hydride), CC1=CC=2C=3C4N(CCC3NC2C=C1)CCC4 (9-Methyl-2,3,4,5,6,10c-hexahydro-1H-3a,6-diaza-cyclopenta[c]fluorene), CC1=NC=C(C=C1)C1(OC1)C (2-Methyl-5-(2-methyl-oxiranyl)-pyridine). Run in CN(C)C=O (DMF). Run at time 15 minute. The product is CC1=CC=2C=3C4N(CCC3N(C2C=C1)CC(C)(O)C=1C=NC(=CC1)C)CCC4 (1-(9-methyl-1,2,3,4,5,10c-hexahydro-3a,6-diaza-cyclopenta[c]fluoren-6-yl)-2-(6-methyl-pyridin-3-yl)-propan-2-ol). Isolated yield 60.5%. RXN SMILES: [CH3:1][C:2]1[CH:14]=[CH:13][C:12]2[NH:11][C:10]3[CH2:9][CH2:8][N:7]4[CH2:15][CH2:16][CH2:17][CH:6]4[C:5]=3[C:4]=2[CH:3]=1.[H-].[Na+].[CH3:20][C:21]1[CH:26]=[CH:25][C:24]([C:27]2([CH3:30])[CH2:29][O:28]2)=[CH:23][N:22]=1>CN(C=O)C>[CH3:1][C:2]1[CH:14]=[CH:13][C:12]2[N:11]([CH2:30][C:27]([C:24]3[CH:23]=[N:22][C:21]([CH3:20])=[CH:26][CH:25]=3)([OH:28])[CH3:29])[C:10]3[CH2:9][CH2:8][N:7]4[CH2:15][CH2:16][CH2:17][CH:6]4[C:5]=3[C:4]=2[CH:3]=1 |f:1.2|. Procedure: 9-Methyl-2,3,4,5,6,10c-hexahydro-1H-3a,6-diaza-cyclopenta[c]fluorene (200 mg, 0.88 mmol) was dissolved in DMF (3 mL), sodium hydride (106 mg, 2.65 mmol) was added and stirred for 15 min. at RT. 2-Methyl-5-(2-methyl-oxiranyl)-pyridine (263 mg, 1.76 mmol) was added dropwise into the reaction mixture and the mixture was stirred at RT for 3 h. The reaction was monitored by TLC and LCMS. After consumption of starting material, the reaction mixture was quenched with ice cold water (20 mL) and extracte... The product is O1CCN(CC1)C1=CC=C2C(=C1)NCC21CCOCC1 (6-morpholino-2′,3′,5′,6′-tetrahydrospiro[indoline-3,4′-pyran]). The solvent is C(C)#N (acetonitrile). Run at time 8 hour. Procedure: A mixture of 1-(6-morpholino-2′,3′,5′,6′-tetrahydrospiro[indoline-3,4′-pyran]-1-yl)ethanone (1.35 g, 4.27 mmol) in acetonitrile (30 mL) was treated with 2.0M aqueous HCl (12 mL). The reaction was stirred at rt overnight and then it was heated to 120° C. for 36 h. After this time the reaction was cooled to rt and quenched with aqueous NaOH. The mixture was partitioned between EtOAc (200 mL) and water (80 mL). The separated organic layer was washed with NaHCO3 (saturated aqueous solution) and then... RXN SMILES: [O:1]1[CH2:6][CH2:5][N:4]([C:7]2[CH:12]=[C:11]3[N:13](C(=O)C)[CH2:14][C:15]4([CH2:20][CH2:19][O:18][CH2:17][CH2:16]4)[C:10]3=[CH:9][CH:8]=2)[CH2:3][CH2:2]1.Cl>C(#N)C>[O:1]1[CH2:2][CH2:3][N:4]([C:7]2[CH:12]=[C:11]3[NH:13][CH2:14][C:15]4([CH2:20][CH2:19][O:18][CH2:17][CH2:16]4)[C:10]3=[CH:9][CH:8]=2)[CH2:5][CH2:6]1. Starting materials: O1CCN(CC1)C1=CC=C2C(=C1)N(CC21CCOCC1)C(C)=O (1-(6-morpholino-2′,3′,5′,6′-tetrahydrospiro[indoline-3,4′-pyran]-1-yl)ethanone), Cl (HCl). The reactants are O=C(Nc1nnn[nH]1)c1cc2c(cc1[N+](=O)[O-])OCO2, [Na+], [OH-], O. The product is Nc1cc2c(cc1C(=O)Nc1nnn[nH]1)OCO2. As a reaction SMILES: [CH2:1]1[O:2][c:3]2[cH:4][c:5]([N+:18]([O-:19])=[O:20])[c:6]([C:7](=[O:8])[NH:9][c:10]3[n:11][n:12][n:13][nH:14]3)[cH:15][c:16]2[O:17]1.[Na+:22].[OH-:21].[OH2:23]>>[CH2:1]1[O:2][c:3]2[cH:4][c:5]([NH2:18])[c:6]([C:7](=[O:8])[NH:9][c:10]3[nH:11][n:12][n:13][n:14]3)[cH:15][c:16]2[O:17]1. The reactants are CC1=C(C=CC(=C1)C)N1CCN(CC1)C(=O)C1=CC=C(C=C1)N1C(CC(C1)CN1CCCC1)=O (1-{4-[4-(2,4-dimethylphenyl)piperazine-1-carbonyl]phenyl}-4-(pyrrolidin-1-ylmethyl)pyrrolidin-2-one), Cl.C(C)(=O)OCC (hydrogen chloride ethyl acetate). The solvent is C(C)(=O)OCC (ethyl acetate). The product is Cl.CC1=C(C=CC(=C1)C)N1CCN(CC1)C(=O)C1=CC=C(C=C1)N1C(CC(C1)CN1CCCC1)=O (1-{4-[4-(2,4-dimethylphenyl)piperazine-1-carbonyl]phenyl}-4-(pyrrolidin-1-ylmethyl)pyrrolidin-2-one hydrochloride). Reaction SMILES: [CH3:1][C:2]1[CH:7]=[C:6]([CH3:8])[CH:5]=[CH:4][C:3]=1[N:9]1[CH2:14][CH2:13][N:12]([C:15]([C:17]2[CH:22]=[CH:21][C:20]([N:23]3[CH2:27][CH:26]([CH2:28][N:29]4[CH2:33][CH2:32][CH2:31][CH2:30]4)[CH2:25][C:24]3=[O:34])=[CH:19][CH:18]=2)=[O:16])[CH2:11][CH2:10]1.[ClH:35].C(OCC)(=O)C>C(OCC)(=O)C>[ClH:35].[CH3:1][C:2]1[CH:7]=[C:6]([CH3:8])[CH:5]=[CH:4][C:3]=1[N:9]1[CH2:14][CH2:13][N:12]([C:15]([C:17]2[CH:18]=[CH:19][C:20]([N:23]3[CH2:27][CH:26]([CH2:28][N:29]4[CH2:30][CH2:31][CH2:32][CH2:33]4)[CH2:25][C:24]3=[O:34])=[CH:21][CH:22]=2)=[O:16])[CH2:11][CH2:10]1 |f:1.2,4.5|. Procedure details: 1-{4-[4-(2,4-Dimethylphenyl)piperazine-1-carbonyl]phenyl}-4-hydroxymethylpyrrolidin-2-one (150 mg) described in Example 338 was dissolved in dichloromethane (2 mL), triethylamine (0.16 mL) and mesyl chloride (0.06 mL) were added, and the mixture was stirred at room temperature. Water was added to the reaction mixture, and the mixture was extracted with chloroform. The organic layer was washed with saturated brine, and the solvent was evaporated. The obtained residue was dissolved in N,N-dimethyl... Starting materials: N1=C(N)N=C(N)N=C1N (melamine), [OH-].[Na+] (sodium hydroxide), C=O (formaldehyde), C(=O)O (formic acid). The solvent is CO (methanol). Yields the product C=O.N1=C(N)N=C(N)N=C1N (Melamine-Formaldehyde). Reaction SMILES: [N:1]1[C:8]([NH2:9])=[N:7][C:5]([NH2:6])=[N:4][C:2]=1[NH2:3].C=O.[CH:12](O)=[O:13].[OH-].[Na+]>CO>[CH2:12]=[O:13].[N:1]1[C:8]([NH2:9])=[N:7][C:5]([NH2:6])=[N:4][C:2]=1[NH2:3] |f:3.4,6.7|. Procedure details: 126 g of melamine were methylolated in the presence of 270 g of formaldehyde at a pH of 8.5 and at temperatures from 40 to 70° C. The resulting addition compound was adjusted to a pH of 4 using formic acid and was etherified with 900 g of methanol at temperatures of 60° C. for a period of 15 minutes. Following neutralization with sodium hydroxide solution the reaction solution was freed by concentration (distillation) from the unreacted formaldehyde and from the excess methanol. Starting materials: N(C(=N)N)C=1SC=C(N1)CSCCN (2-[(2-guanidinothiazol-4-yl)methylthio]ethylamine), COC1=NS(N=C1OC)(=O)=O (3,4-dimethoxy-1,2,5-thiadiazole 1,1-dioxide), COC1=NS(N=C1NCCSCC=1N=C(SC1)NC(=N)N)(=O)=O (3-methoxy-4-{2-[(2-guanidinothiazol-4-yl)methylthio]ethylamino}-1,2,5-thiadiazole 1,1-dioxide), NCC(CO)O (3-amino-1,2-propanediol). The product is OC(CNC1=NS(N=C1NCCSCC=1N=C(SC1)NC(=N)N)(=O)=O)CO (3-(2,3-Dihydroxypropylamino)-4-{2-[(2-guanidinothiazol-4-yl)methylthio]ethylamino}-1,2,5-thiadiazole 1,1-dioxide). Reaction SMILES: N(C1SC=C(CSCCN)N=1)C(N)=N.COC1C(OC)=NS(=O)(=O)N=1.CO[C:28]1[C:32]([NH:33][CH2:34][CH2:35][S:36][CH2:37][C:38]2[N:39]=[C:40]([NH:43][C:44]([NH2:46])=[NH:45])[S:41][CH:42]=2)=[N:31][S:30](=[O:48])(=[O:47])[N:29]=1.[NH2:49][CH2:50][CH:51]([OH:54])[CH2:52][OH:53]>>[OH:54][CH:51]([CH2:52][OH:53])[CH2:50][NH:49][C:28]1[C:32]([NH:33][CH2:34][CH2:35][S:36][CH2:37][C:38]2[N:39]=[C:40]([NH:43][C:44]([NH2:46])=[NH:45])[S:41][CH:42]=2)=[N:31][S:30](=[O:47])(=[O:48])[N:29]=1. Procedure: When a methanolic solution of 2-[(2-guanidinothiazol-4-yl)methylthio]ethylamine is reacted with 3,4-dimethoxy-1,2,5-thiadiazole 1,1-dioxide by the procedure of Example 31 and the resultant 3-methoxy-4-{2-[(2-guanidinothiazol-4-yl)methylthio]ethylamino}-1,2,5-thiadiazole 1,1-dioxide is treated with 3-amino-1,2-propanediol, the title compound is thereby produced. Reactants: COc1cc(N)ccc1Br, O=c1ccccn1C(=S)n1ccccc1=O, ClCCl. Product: COc1cc(N=C=S)ccc1Br. Reaction SMILES: [Br:1][c:2]1[c:3]([O:9][CH3:10])[cH:4][c:5]([NH2:6])[cH:7][cH:8]1.[C:11](=[S:12])([n:13]1[cH:14][cH:15][cH:16][cH:17][c:18]1=[O:19])[n:20]1[cH:21][cH:22][cH:23][cH:24][c:25]1=[O:26].[Cl:27][CH2:28][Cl:29]>>[Br:1][c:2]1[c:3]([O:9][CH3:10])[cH:4][c:5]([N:6]=[C:11]=[S:12])[cH:7][cH:8]1.